Dataset: the Open Reaction Database (ORD), a public repository of structured organic reaction records. Task: describe an organic reaction: reactants, conditions, products, and yield Reactants: CN(C)C=O, O=C(OCc1ccccc1)N1CCOC(CCCl)C1, [I-], [K+], N#C[K], O. Product: N#CCCC1CN(C(=O)OCc2ccccc2)CCO1. Reaction SMILES: [CH3:25][N:26]([CH3:27])[CH:28]=[O:29].[Cl:1][CH2:2][CH2:3][CH:4]1[O:5][CH2:6][CH2:7][N:8]([C:10](=[O:11])[O:12][CH2:13][c:14]2[cH:15][cH:16][cH:17][cH:18][cH:19]2)[CH2:9]1.[I-:24].[K+:23].[K:20][C:21]#[N:22].[OH2:30]>>[CH2:2]([CH2:3][CH:4]1[O:5][CH2:6][CH2:7][N:8]([C:10](=[O:11])[O:12][CH2:13][c:14]2[cH:15][cH:16][cH:17][cH:18][cH:19]2)[CH2:9]1)[C:21]#[N:22]. Reactants: CC(C)(C)OC(=O)NCc1ccc(N)cc1, CCN(C(C)C)C(C)C, O=C(Nc1ccc(O)cc1)c1cc(Cl)ncn1, O=C(Cl)c1cc(Cl)ncn1, ClCCl. Product: CC(C)(C)OC(=O)NCc1ccc(NC(=O)c2cc(Cl)ncn2)cc1. Reaction SMILES: [C:28]([CH3:29])([CH3:30])([CH3:31])[O:32][C:33]([NH:34][CH2:35][c:36]1[cH:37][cH:38][c:39]([NH2:42])[cH:40][cH:41]1)=[O:43].[CH:44]([N:45]([CH2:46][CH3:47])[CH:48]([CH3:49])[CH3:50])([CH3:51])[CH3:52].[Cl:11][c:12]1[n:13][cH:14][n:15][c:16]([C:17]([NH:18][c:19]2[cH:20][cH:21][c:22]([OH:23])[cH:24][cH:25]2)=[O:26])[cH:27]1.[Cl:1][c:2]1[cH:3][c:4]([C:8](=[O:9])[Cl:10])[n:5][cH:6][n:7]1.[Cl:53][CH2:54][Cl:55]>>[Cl:1][c:2]1[cH:3][c:4]([C:8](=[O:9])[NH:42][c:39]2[cH:38][cH:37][c:36]([CH2:35][NH:34][C:33]([O:32][C:28]([CH3:29])([CH3:30])[CH3:31])=[O:43])[cH:41][cH:40]2)[n:5][cH:6][n:7]1.